Dataset: the Open Reaction Database (ORD), a public repository of structured organic reaction records. Task: describe an organic reaction: reactants, conditions, products, and yield Starting materials: Cl (hydrogen chloride), Cl (hydrochloride), CN(CCNC(=O)N1CCN(CC1)C1=CC=C(C=C1)[N+](=O)[O-])C (N-[2-(dimethylamino)ethyl]-4-(4-nitrophenyl)-1-piperazinecarboxamide). The reagents and catalysts are [Pd] (palladium on carbon). The solvent is CO (methanol). Yields the product Cl.NC1=CC=C(C=C1)N1CCN(CC1)C(=O)NCCN(C)C (4-(4-Aminophenyl)-N-[2-(dimethylamino)ethyl]-1-piperazinecarboxamide hydrochloride). The yield is 20.0%. Reaction SMILES: [CH3:1][N:2]([CH3:23])[CH2:3][CH2:4][NH:5][C:6]([N:8]1[CH2:13][CH2:12][N:11]([C:14]2[CH:19]=[CH:18][C:17]([N+:20]([O-])=O)=[CH:16][CH:15]=2)[CH2:10][CH2:9]1)=[O:7].[ClH:24]>[Pd].CO>[ClH:24].[NH2:20][C:17]1[CH:16]=[CH:15][C:14]([N:11]2[CH2:12][CH2:13][N:8]([C:6]([NH:5][CH2:4][CH2:3][N:2]([CH3:23])[CH3:1])=[O:7])[CH2:9][CH2:10]2)=[CH:19][CH:18]=1 |f:4.5|. Reported procedure: This compound was prepared by the catalytic hydrogenation (palladium on carbon) of 8.0 g (0.02 mole) of N-[2-(dimethylamino)ethyl]-4-(4-nitrophenyl)-1-piperazinecarboxamide in 150 ml of methanol for 1 hour. The filtered mixture was concentrated under reduced pressure to give an oil as residue. The oil was converted to the hydrochloride in ethereal hydrogen chloride. The solid was recrystallized from methanol-water to give 2.0 g (20%) of the title compound as a white solid, m.p. 114°-116° C. Reactants: [Al+3], O=C([O-])O, CCOC(C)=O, Cc1c(CCC(=O)N2CC3C(C2)C3(C)c2cccc(NS(C)(=O)=O)c2)[nH]c2ccc(F)cc12, [H-], [H-], [H-], [H-], [Li+], [Na+], C1CCOC1, O. Product: Cc1c(CCCN2CC3C(C2)C3(C)c2cccc(NS(C)(=O)=O)c2)[nH]c2ccc(F)cc12. As a reaction SMILES: [Al+3:35].[C:41](=[O:42])([O-:43])[OH:44].[CH3:51][CH2:52][O:53][C:54](=[O:55])[CH3:56].[F:1][c:2]1[cH:3][c:4]2[c:5]([CH3:33])[c:6]([CH2:11][CH2:12][C:13](=[O:14])[N:15]3[CH2:16][CH:17]4[C:18]([CH3:21])([c:22]5[cH:23][c:24]([NH:28][S:29](=[O:30])(=[O:31])[CH3:32])[cH:25][cH:26][cH:27]5)[CH:19]4[CH2:20]3)[nH:7][c:8]2[cH:9][cH:10]1.[H-:34].[H-:37].[H-:38].[H-:39].[Li+:36].[Na+:45].[O:46]1[CH2:47][CH2:48][CH2:49][CH2:50]1.[OH2:40]>>[F:1][c:2]1[cH:3][c:4]2[c:5]([CH3:33])[c:6]([CH2:11][CH2:12][CH2:13][N:15]3[CH2:16][CH:17]4[C:18]([CH3:21])([c:22]5[cH:23][c:24]([NH:28][S:29](=[O:30])(=[O:31])[CH3:32])[cH:25][cH:26][cH:27]5)[CH:19]4[CH2:20]3)[nH:7][c:8]2[cH:9][cH:10]1. Reactants: BrC=1C(=C(C(=O)N(CC2=CC=C(C=C2)OC)CCO)C(=CC1)F)C (3-bromo-6-fluoro-N-(2-hydroxyethyl)-N-(4-methoxybenzyl)-2-methylbenzamide), C(=O)([O-])[O-].[Cs+].[Cs+] (Cs2CO3). Run in CN(C)C=O (DMF), [Cl-].[Na+].O (brine). Reaction conditions: temperature 65 celsius, time 14 hour. Yields the product BrC=1C=CC2=C(C(N(CCO2)CC2=CC=C(C=C2)OC)=O)C1C (7-bromo-4-(4-methoxybenzyl)-6-methyl-3,4-dihydro-1,4-benzoxazepin-5(2H)-one). Yield: 59.1%. RXN SMILES: [Br:1][C:2]1[C:3]([CH3:24])=[C:4]([C:20](F)=[CH:21][CH:22]=1)[C:5]([N:7]([CH2:17][CH2:18][OH:19])[CH2:8][C:9]1[CH:14]=[CH:13][C:12]([O:15][CH3:16])=[CH:11][CH:10]=1)=[O:6].C([O-])([O-])=O.[Cs+].[Cs+]>CN(C=O)C.[Cl-].[Na+].O>[Br:1][C:2]1[CH:22]=[CH:21][C:20]2[O:19][CH2:18][CH2:17][N:7]([CH2:8][C:9]3[CH:14]=[CH:13][C:12]([O:15][CH3:16])=[CH:11][CH:10]=3)[C:5](=[O:6])[C:4]=2[C:3]=1[CH3:24] |f:1.2.3,5.6.7|. Procedure: A mixture of 3-bromo-6-fluoro-N-(2-hydroxyethyl)-N-(4-methoxybenzyl)-2-methylbenzamide (130b, 5.00 g, 12.6 mmol) and Cs2CO3 (8.20 g, 25.3 mmol) in dry DMF (60 mL) was stirred at 65° C. for 14 hours. To the reaction mixture was added brine (100 mL). The mixture was extracted with EtOAc (2×50 mL). The combined organic layers were washed with brine (4×60 mL), dried over Na2SO4, and concentrated under vacuum. The residue was purified by column chromatography (petroleum ether/EtOAc, 5/1) to give 7-br... Starting materials: C1CCCCC2COCC2/C=C\CCC1 (Muscogene), C(C)(=O)[O-].[Na+] (sodium acetate), C(C)(=O)OO (peracetic acid), C([O-])([O-])=O.[Na+].[Na+] (sodium carbonate). Solvent: C(C)(=O)OCC (ethyl acetate), C1(=CC=CC=C1)C (toluene). Reaction conditions: temperature 0 celsius, time 2 hour. Product: C12C3OC3CCCCCCCCC2COC1 (3,15-dioxa-tricyclo[11.3.0.0*2,4*]hexadecane). The yield is 271.0%. As a reaction SMILES: [CH2:1]1[CH2:15][CH2:14][CH2:13][CH:12]=[CH:11][CH:10]2[CH:6]([CH2:7][O:8][CH2:9]2)[CH2:5][CH2:4][CH2:3][CH2:2]1.C([O-])(=[O:18])C.[Na+].C(OO)(=O)C.C(=O)([O-])[O-].[Na+].[Na+]>C1(C)C=CC=CC=1.C(OCC)(=O)C>[CH:10]12[CH2:9][O:8][CH2:7][CH:6]1[CH2:5][CH2:4][CH2:3][CH2:2][CH2:1][CH2:15][CH2:14][CH2:13][CH:12]1[CH:11]2[O:18]1 |f:1.2,4.5.6|. Reported procedure: Muscogene (478 g, 2.4 mol), sodium acetate (63 g, 0.76 mol) and ethyl acetate (500 mL) were charged into a flask. The reaction was cooled to 0° C. While the temperature was maintained at 0° C., peracetic acid (32%, 500 mL, 2.38 mol) was dropped in over an hour and the reaction mixture was stirred for another 2 hours. Saturated sodium carbonate solution (100 mL) and toluene (50 mL) were added. The organic layer was separated and washed with brine (200 mL). The crude was purified to provide 3,15-d...